From a dataset of the Open Reaction Database (ORD), a public repository of structured organic reaction records. describe an organic reaction: reactants, conditions, products, and yield Starting materials: ClC1=NC2=C(N1C)C=CC=C2 (2-chloro-1-methyl-1H-benzimidazole), FC1=C(C=C(CN)C=C1)C(F)(F)F (4-fluoro-3-trifluoromethyl-benzylamine). Solvent: CCOC(=O)C (EtOAc). Conditions: temperature 130 celsius, time 8 hour. Product: FC1=C(C=C(CNC2=NC3=C(N2C)C=CC=C3)C=C1)C(F)(F)F ((4-fluoro-3-trifluoromethyl-benzyl)-(1-methyl-1H-benzimidazol-2-yl)-amine). RXN SMILES: Cl[C:2]1[N:6]([CH3:7])[C:5]2[CH:8]=[CH:9][CH:10]=[CH:11][C:4]=2[N:3]=1.[F:12][C:13]1[CH:20]=[CH:19][C:16]([CH2:17][NH2:18])=[CH:15][C:14]=1[C:21]([F:24])([F:23])[F:22]>CCOC(C)=O>[F:12][C:13]1[CH:20]=[CH:19][C:16]([CH2:17][NH:18][C:2]2[N:6]([CH3:7])[C:5]3[CH:8]=[CH:9][CH:10]=[CH:11][C:4]=3[N:3]=2)=[CH:15][C:14]=1[C:21]([F:22])([F:23])[F:24]. Procedure: A mixture of 2-chloro-1-methyl-1H-benzimidazole (915 mg, 5.5 mmol) and 4-fluoro-3-trifluoromethyl-benzylamine (4.24 g, 22.0 mmol) was stirred at 130° C. overnight. The resulting mixture was diluted with EtOAc, washed with H2O, dried over Na2SO4, filtered, and concentrated in vacuo. The resulting residue was purified by recrystallization from hexane to yield (4-fluoro-3-trifluoromethyl-benzyl)-(1-methyl-1H-benzimidazol-2-yl)-amine MS 324 (M+1)+ The reactants are CC(=O)O[BH-](OC(C)=O)OC(C)=O, CCS(=O)(=O)N1CCC(c2c[nH]c3c(C(N)=O)cc(-c4cccc(C=O)c4)cc23)CC1, C1CCOC1, CNC, CS(C)=O, [Na+]. Product: CCS(=O)(=O)N1CCC(c2c[nH]c3c(C(N)=O)cc(-c4cccc(CN(C)C)c4)cc23)CC1. As a reaction SMILES: [C:40]([O:41][BH-:42]([O:43][C:44](=[O:45])[CH3:46])[O:47][C:48](=[O:49])[CH3:50])(=[O:51])[CH3:52].[CH2:1]([CH3:2])[S:3](=[O:4])(=[O:5])[N:6]1[CH2:7][CH2:8][CH:9]([c:12]2[cH:13][nH:14][c:15]3[c:16]([C:29](=[O:30])[NH2:31])[cH:17][c:18](-[c:21]4[cH:22][c:23]([CH:27]=[O:28])[cH:24][cH:25][cH:26]4)[cH:19][c:20]23)[CH2:10][CH2:11]1.[CH2:35]1[O:36][CH2:37][CH2:38][CH2:39]1.[CH3:32][NH:33][CH3:34].[CH3:54][S:55]([CH3:56])=[O:57].[Na+:53]>>[CH2:1]([CH3:2])[S:3](=[O:4])(=[O:5])[N:6]1[CH2:7][CH2:8][CH:9]([c:12]2[cH:13][nH:14][c:15]3[c:16]([C:29](=[O:30])[NH2:31])[cH:17][c:18](-[c:21]4[cH:22][c:23]([CH2:27][N:33]([CH3:32])[CH3:34])[cH:24][cH:25][cH:26]4)[cH:19][c:20]23)[CH2:10][CH2:11]1. Reactants: Cc1ccc(CC(=O)O)c(OCc2ccccc2)c1, CC(C)(C)O, Cc1ccccc1, O=C(Cl)C(=O)Cl. Yields the product Cc1ccc(CC(=O)OC(C)(C)C)c(OCc2ccccc2)c1. Reaction SMILES: [CH3:1][c:2]1[cH:3][c:4]([O:12][CH2:13][c:14]2[cH:15][cH:16][cH:17][cH:18][cH:19]2)[c:5]([CH2:8][C:9](=[O:10])[OH:11])[cH:6][cH:7]1.[CH3:26][C:27]([CH3:28])([CH3:29])[OH:30].[CH3:31][c:32]1[cH:33][cH:34][cH:35][cH:36][cH:37]1.[Cl:20][C:21]([C:22]([Cl:23])=[O:24])=[O:25]>>[CH3:1][c:2]1[cH:3][c:4]([O:12][CH2:13][c:14]2[cH:15][cH:16][cH:17][cH:18][cH:19]2)[c:5]([CH2:8][C:9]([O:10][C:27]([CH3:26])([CH3:28])[CH3:29])=[O:11])[cH:6][cH:7]1. The reactants are C(C)(C)(C)OC(C(=CC=1SC(=CC1)C(=O)OC1=CC=C(C=C1)C(N)=N)C)=O (3-[5-(4-amidinophenoxycarbonyl)thiophen-2-yl]-2-methylpropenoic acid tert-butyl ester), FC(C(=O)O)(F)F (trifluoroacetic acid). Reaction conditions: time 30 minute. Yields the product FC(C(=O)O)(F)F.C(N)(=N)C1=CC=C(OC(=O)C2=CC=C(S2)/C=C(/C(=O)O)\C)C=C1 ((2E)-3-[5-(4-amidinophenoxycarbonyl)thiophen-2-yl]-2-methylpropenoic acid trifluoroacetic acid salt). As a reaction SMILES: C([O:5][C:6](=[O:27])[C:7]([CH3:26])=[CH:8][C:9]1[S:10][C:11]([C:14]([O:16][C:17]2[CH:22]=[CH:21][C:20]([C:23](=[NH:25])[NH2:24])=[CH:19][CH:18]=2)=[O:15])=[CH:12][CH:13]=1)(C)(C)C.[F:28][C:29]([F:34])([F:33])[C:30]([OH:32])=[O:31]>>[F:28][C:29]([F:34])([F:33])[C:30]([OH:32])=[O:31].[C:23]([C:20]1[CH:21]=[CH:22][C:17]([O:16][C:14]([C:11]2[S:10][C:9](/[CH:8]=[C:7](\[CH3:26])/[C:6]([OH:27])=[O:5])=[CH:13][CH:12]=2)=[O:15])=[CH:18][CH:19]=1)(=[NH:24])[NH2:25] |f:2.3|. Procedure: To 3-[5-(4-amidinophenoxycarbonyl)thiophen-2-yl]-2-methylpropenoic acid tert-butyl ester (0.63 g) was added trifluoroacetic acid (5 mL), and the mixture was stirred for 30 minutes. The solvent was evaporated to give the title compound (0.62 g). The reactants are ClC1=NC=CC2=CC=CC=C12 (1-Chloroisoquinoline), C(C1=CC=CC=C1)N (benzylamine), C(=O)([O-])[O-].[Na+].[Na+] (Na2CO3). Run in C(Cl)Cl (methylene chloride). Conditions: time 4 hour. The product is C(C1=CC=CC=C1)NC1=NC=CC2=CC=CC=C12 (1-(Benzylamino)isoquinoline). As a reaction SMILES: Cl[C:2]1[C:11]2[C:6](=[CH:7][CH:8]=[CH:9][CH:10]=2)[CH:5]=[CH:4][N:3]=1.[CH2:12]([NH2:19])[C:13]1[CH:18]=[CH:17][CH:16]=[CH:15][CH:14]=1.C([O-])([O-])=O.[Na+].[Na+]>C(Cl)Cl>[CH2:12]([NH:19][C:2]1[C:11]2[C:6](=[CH:7][CH:8]=[CH:9][CH:10]=2)[CH:5]=[CH:4][N:3]=1)[C:13]1[CH:18]=[CH:17][CH:16]=[CH:15][CH:14]=1 |f:2.3.4|. Procedure details: 1-Chloroisoquinoline (1.64 g, 0.01 mol) and benzylamine (2.14 g, 0.02 mol) were mixed at room temperature and heated, with stirring, in an oil-bath at 50° for 4 hours. The mixture was cooled to give a crystalline solid which was equilibrated between methylene chloride (CH2Cl2) and aqueous Na2CO3. The CH2Cl2 fraction was washed with water, dried and evaporated to dryness to give an oil which crystallised on standing (3.0 g). This material was twice re-crystallised from ether/40-60 petroleum ether... Reactants: O=C(CCl)N1CCN(c2ccc(F)cc2)CC1, [K+], [K+], O=C([O-])[O-], CN(C)C=O, c1cn[nH]c1. Yields the product O=C(Cn1cccn1)N1CCN(c2ccc(F)cc2)CC1. As a reaction SMILES: [Cl:12][CH2:13][C:14](=[O:15])[N:16]1[CH2:17][CH2:18][N:19]([c:22]2[cH:23][cH:24][c:25]([F:28])[cH:26][cH:27]2)[CH2:20][CH2:21]1.[K+:6].[K+:7].[O-:8][C:9]([O-:10])=[O:11].[O:29]=[CH:30][N:31]([CH3:32])[CH3:33].[nH:1]1[n:2][cH:3][cH:4][cH:5]1>>[n:1]1([CH2:13][C:14](=[O:15])[N:16]2[CH2:17][CH2:18][N:19]([c:22]3[cH:23][cH:24][c:25]([F:28])[cH:26][cH:27]3)[CH2:20][CH2:21]2)[n:2][cH:3][cH:4][cH:5]1. The product is COc1ccc(I)nc1OC. Reaction SMILES: [Br:1][c:2]1[n:3][c:4]([I:10])[cH:5][cH:6][c:7]1[O:8][CH3:9].[CH3:11][O-:12].[CH3:14][OH:15].[Na+:13].[O:16]=[CH:17][N:18]([CH3:19])[CH3:20]>>[c:2]1([O:12][CH3:11])[n:3][c:4]([I:10])[cH:5][cH:6][c:7]1[O:8][CH3:9]. Starting materials: COc1ccc(I)nc1Br, C[O-], CO, [Na+], CN(C)C=O. Starting materials: ClC1=CC=C(C=C1)C(C1CCNCC1)C1=CC=C(C=C1)Cl (4-[bis(4-chlorophenyl)methyl]piperidine), ClCCCOC1=C(C=C(C=C1)C(C)=O)OC (1-[4-(3-chloropropoxy)-3-methoxyphenyl]ethanone), C([O-])([O-])=O.[K+].[K+] (potassium carbonate), [I-].[K+] (potassium iodide), oxalate salt, C(CCC)O (1-butanol). Conditions: time 24 hour. Yields the product O.C(C(=O)O)(=O)O.ClC1=CC=C(C=C1)C(C1CCN(CC1)CCCOC1=C(C=C(C=C1)C(C)=O)OC)C1=CC=C(C=C1)Cl (1-[4-[3-[4-[Bis(4-chlorophenyl)methyl]-1-piperidinyl]propoxy]-3-methoxyphenyl]ethanone oxalate hydrate). Yield: 30.0%. RXN SMILES: [Cl:1][C:2]1[CH:7]=[CH:6][C:5]([CH:8]([C:15]2[CH:20]=[CH:19][C:18]([Cl:21])=[CH:17][CH:16]=2)[CH:9]2[CH2:14][CH2:13][NH:12][CH2:11][CH2:10]2)=[CH:4][CH:3]=1.Cl[CH2:23][CH2:24][CH2:25][O:26][C:27]1[CH:32]=[CH:31][C:30]([C:33](=[O:35])[CH3:34])=[CH:29][C:28]=1[O:36][CH3:37].[C:38](=[O:41])([O-:40])[O-].[K+].[K+].[I-].[K+].C([OH:50])CCC>>[OH2:26].[C:37]([OH:36])(=[O:50])[C:38]([OH:40])=[O:41].[Cl:21][C:18]1[CH:17]=[CH:16][C:15]([CH:8]([C:5]2[CH:6]=[CH:7][C:2]([Cl:1])=[CH:3][CH:4]=2)[CH:9]2[CH2:14][CH2:13][N:12]([CH2:23][CH2:24][CH2:25][O:26][C:27]3[CH:32]=[CH:31][C:30]([C:33](=[O:35])[CH3:34])=[CH:29][C:28]=3[O:36][CH3:37])[CH2:11][CH2:10]2)=[CH:20][CH:19]=1 |f:2.3.4,5.6,8.9.10|. Procedure: A mixture of 4-[bis(4-chlorophenyl)methyl]piperidine (11.39 g, 0.0357 mole), 1-[4-(3-chloropropoxy)-3-methoxyphenyl]ethanone (8.64 g, 0.0357 mole), and potassium carbonate (5.54 g, 0.04 mole) was heated overnight at reflux in 300 ml of 1-butanol containing potassium iodide (0.2 g). The reaction mixture was concentrated to dryness, and the residue obtained was partitioned several times between chloroform and water. The chloroform layer was dried over sodium sulfate ad filtered, and the solvent wa... Starting materials: C[Si](C)(C)C(Cl)[Si](C)(C)C (Bis(trimethylsilyl)chloromethane), C(C(=C)C)(=O)[O-].[Na+] (sodium methacrylate). Reagents/catalysts: CCCCCCCC[N+](C)(CCCCCCCC)CCCCCCCC.[Cl-] (Adogen 464), C1=CC=CC=2SC3=CC=CC=C3NC12 (phenothiazine). Solvent: C(C)#N (acetonitrile). Conditions: time 4 day. Yields the product C[Si](C)(C)C([Si](C)(C)C)OC(C(=C)C)=O (Bis(trimethylsilyl)methylmethacrylate). Yield: 59.4%. RXN SMILES: [CH3:1][Si:2]([CH:5]([Si:7]([CH3:10])([CH3:9])[CH3:8])Cl)([CH3:4])[CH3:3].[C:11]([O-:16])(=[O:15])[C:12]([CH3:14])=[CH2:13].[Na+]>CCCCCCCC[N+](CCCCCCCC)(CCCCCCCC)C.[Cl-].C1C2NC3C(=CC=CC=3)SC=2C=CC=1.C(#N)C>[CH3:1][Si:2]([CH:5]([O:16][C:11](=[O:15])[C:12]([CH3:14])=[CH2:13])[Si:7]([CH3:10])([CH3:9])[CH3:8])([CH3:4])[CH3:3] |f:1.2,3.4|. Procedure details: Bis(trimethylsilyl)chloromethane (Aldrich) (14.68 g, 0.075 mole), sodium methacrylate (8.96 g, 0.0825 mole), Adogen 464 (Aldrich) (1.70 g), and phenothiazine (0.05 grams) were placed in a round bottom flask equipped with a condenser, mechanical stirrer and a nitrogen inlet. The flask was charged with 200 ml acetonitrile and heated to reflux while stirring. After 4 days, the mixture was filtered to remove the solids and the solvent was removed in a rotary evaporator. Fractional distillation under... Starting materials: Cl (hydrochloric acid), CO (Methanol), ClC=1C=C(C=CC1C=1N(C=C(N1)C(F)(F)F)COCC[Si](C)(C)C)C=1C(=CC(=NC1)OCC(C(=O)OC)(C)C)C (methyl 3-[(5-{3-chloro-4-[4-(trifluoromethyl)-1-{[2-(trimethylsilyl)ethoxy]methyl}-1H-imidazol-2-yl]phenyl}-4-methylpyridin-2-yl)oxy]-2,2-dimethylpropanoate), [OH-].[Na+] (sodium hydroxide). Run in C(C)(=O)OCC (Ethyl acetate), O1CCCC1 (tetrahydrofuran). Conditions: temperature 50 celsius, time 2 hour. Product: ClC=1C=C(C=CC1C=1N(C=C(N1)C(F)(F)F)COCC[Si](C)(C)C)C=1C(=CC(=NC1)OCC(C(=O)O)(C)C)C (3-[(5-{3-chloro-4-[4-(trifluoromethyl)-1-{[2-(trimethylsilyl)ethoxy]methyl}-1H-imidazol-2-yl]phenyl}-4-methylpyridin-2-yl)oxy]-2,2-dimethylpropanoic acid). The yield is 104.3%. As a reaction SMILES: CO.[Cl:3][C:4]1[CH:5]=[C:6]([C:27]2[C:28]([CH3:42])=[CH:29][C:30]([O:33][CH2:34][C:35]([CH3:41])([CH3:40])[C:36]([O:38]C)=[O:37])=[N:31][CH:32]=2)[CH:7]=[CH:8][C:9]=1[C:10]1[N:11]([CH2:19][O:20][CH2:21][CH2:22][Si:23]([CH3:26])([CH3:25])[CH3:24])[CH:12]=[C:13]([C:15]([F:18])([F:17])[F:16])[N:14]=1.[OH-].[Na+].Cl>C(OCC)(=O)C.O1CCCC1>[Cl:3][C:4]1[CH:5]=[C:6]([C:27]2[C:28]([CH3:42])=[CH:29][C:30]([O:33][CH2:34][C:35]([CH3:40])([CH3:41])[C:36]([OH:38])=[O:37])=[N:31][CH:32]=2)[CH:7]=[CH:8][C:9]=1[C:10]1[N:11]([CH2:19][O:20][CH2:21][CH2:22][Si:23]([CH3:24])([CH3:26])[CH3:25])[CH:12]=[C:13]([C:15]([F:18])([F:16])[F:17])[N:14]=1 |f:2.3|. Reported procedure: Methanol (1.5 mL) and tetrahydrofuran (1.5 mL) were added to methyl 3-[(5-{3-chloro-4-[4-(trifluoromethyl)-1-{[2-(trimethylsilyl)ethoxy]methyl}-1H-imidazol-2-yl]phenyl}-4-methylpyridin-2-yl)oxy]-2,2-dimethylpropanoate (274 mg), and after adding 2N aqueous sodium hydroxide solution (1.5 mL) to the mixture, the resulting mixture was stirred 50° C. for 2 hours. Ethyl acetate was added to the reaction mixture, and the resulting mixture was neutralized by 1N hydrochloric acid. The organic layer was s...